Dataset: the Open Reaction Database (ORD), a public repository of structured organic reaction records. Task: describe an organic reaction: reactants, conditions, products, and yield As a reaction SMILES: [CH2:23]([CH3:24])[NH:25][CH2:26][c:27]1[n:28][cH:29][cH:30][cH:31][cH:32]1.[CH3:1][c:2]1[c:3]([S:8](=[O:9])(=[O:10])[N:11]([c:12]2[cH:13][c:14]([CH3:18])[cH:15][cH:16][cH:17]2)[CH2:19][C:20](=[O:21])[OH:22])[n:4][cH:5][cH:6][cH:7]1>>[CH3:1][c:2]1[c:3]([S:8](=[O:9])(=[O:10])[N:11]([c:12]2[cH:13][c:14]([CH3:18])[cH:15][cH:16][cH:17]2)[CH2:19][C:20](=[O:21])[N:25]([CH2:23][CH3:24])[CH2:26][c:27]2[n:28][cH:29][cH:30][cH:31][cH:32]2)[n:4][cH:5][cH:6][cH:7]1. Reactants: CCNCc1ccccn1, Cc1cccc(N(CC(=O)O)S(=O)(=O)c2ncccc2C)c1. Product: CCN(Cc1ccccn1)C(=O)CN(c1cccc(C)c1)S(=O)(=O)c1ncccc1C. The reactants are CCOC(C)=O, CC(C)(C)OC(=O)NC1CCCN(CCCc2ccccc2)C1. The product is NC1CCCN(CCCc2ccccc2)C1. RXN SMILES: [CH3:24][CH2:25][O:26][C:27]([CH3:28])=[O:29].[c:1]1([CH2:7][CH2:8][CH2:9][N:10]2[CH2:11][CH:12]([NH:16][C:17](=[O:18])[O:19][C:20]([CH3:21])([CH3:22])[CH3:23])[CH2:13][CH2:14][CH2:15]2)[cH:2][cH:3][cH:4][cH:5][cH:6]1>>[c:1]1([CH2:7][CH2:8][CH2:9][N:10]2[CH2:11][CH:12]([NH2:16])[CH2:13][CH2:14][CH2:15]2)[cH:2][cH:3][cH:4][cH:5][cH:6]1.